Dataset: the Open Reaction Database (ORD), a public repository of structured organic reaction records. Task: describe an organic reaction: reactants, conditions, products, and yield Reactants: 15, C(OCC)(OCC)OCC (triethyl orthoformate), BrC=1C=C(C(=C(C=O)C1)OC)C(C)C (5-bromo-3-isopropyl-2-methoxybenzaldehyde). Solvent: CCCCCC (n-hexane). Yields the product BrC=1C=C(C(=C(C1)C(OCC)OCC)OC)C(C)C (5-bromo-1-diethoxymethyl-3-isopropyl-2-methoxybenzene). Reaction SMILES: [Br:1][C:2]1[CH:3]=[C:4]([CH:12]([CH3:14])[CH3:13])[C:5]([O:10][CH3:11])=[C:6]([CH:9]=1)C=O.[CH:15]([O:22][CH2:23][CH3:24])([O:19][CH2:20][CH3:21])OCC>CCCCCC>[Br:1][C:2]1[CH:3]=[C:4]([CH:12]([CH3:14])[CH3:13])[C:5]([O:10][CH3:11])=[C:6]([CH:15]([O:19][CH2:20][CH3:21])[O:22][CH2:23][CH3:24])[CH:9]=1. Reported procedure: 5-bromo-3-isopropyl-2-methoxybenzaldehyde (26.76 g) was dissolved in n-hexane (50 mL) and triethyl orthoformate (22 mL), and Amberlyst-15 (2.68 g) was added to the solution, and then the mixture was refluxed for 4 hours. The reaction solution was filtered, and then the solvent was distilled off under reduced pressure to obtain the title compound (31.55 g) as a brown oily substance. Procedure: To a suspension of (+)-(4aR)-(10bR)-8-(3-nitrophenyl)-10b-methyl-1,2,3,4,4a,5,6,10b-octahydrobenzo[f]-quinolin-3-one (264 mg, 0.786 mmol), in 3.0 mL of 1,4-dioxane was added DDQ (196 mg, 1.1 equiv.) followed by bistrimethylsilyltrifluoromethyl acetamide (911 mg, 4.5 equiv.), and the solution was stirred at room temperature for 2 h, then heated at 100° for 20 h. The mixture was cooled to room temperature, diluted with ethyl acetate, and washed with 2M sodium hydroxide. The organic phase was washe... Yield: 20.9%. Run in O1CCOCC1 (1,4-dioxane), C(C)(=O)OCC (ethyl acetate). Conditions: time 2 hour. The product is [N+](=O)([O-])C=1C=C(C=CC1)C1=CC2=C([C@]3(C=CC(N[C@@H]3CC2)=O)C)C=C1 ((+)-(4aR)-(10bR)-8-(3-nitrophenyl)-10b-methyl-3,4,4a,5,6,10b-hexahydrobenzo[f]quinolin-3-one). RXN SMILES: [N+:1]([C:4]1[CH:5]=[C:6]([C:10]2[CH:25]=[CH:24][C:13]3[C@:14]4([CH3:23])[C@@H:19]([CH2:20][CH2:21][C:12]=3[CH:11]=2)[NH:18][C:17](=[O:22])[CH2:16][CH2:15]4)[CH:7]=[CH:8][CH:9]=1)([O-:3])=[O:2].C(C1C(=O)C(Cl)=C(Cl)C(=O)C=1C#N)#N.C[Si](C([Si](C)(C)C)(C(F)(F)F)C(N)=O)(C)C>O1CCOCC1.C(OCC)(=O)C>[N+:1]([C:4]1[CH:5]=[C:6]([C:10]2[CH:25]=[CH:24][C:13]3[C@:14]4([CH3:23])[C@@H:19]([CH2:20][CH2:21][C:12]=3[CH:11]=2)[NH:18][C:17](=[O:22])[CH:16]=[CH:15]4)[CH:7]=[CH:8][CH:9]=1)([O-:3])=[O:2]. The reactants are C(#N)C1=C(C(=O)C(=C(C1=O)Cl)Cl)C#N (DDQ), [N+](=O)([O-])C=1C=C(C=CC1)C1=CC2=C([C@]3(CCC(N[C@@H]3CC2)=O)C)C=C1 ((+)-(4aR)-(10bR)-8-(3-nitrophenyl)-10b-methyl-1,2,3,4,4a,5,6,10b-octahydrobenzo[f]-quinolin-3-one), ether hexanes, C[Si](C)(C)C(C(=O)N)(C(F)(F)F)[Si](C)(C)C (bistrimethylsilyltrifluoromethyl acetamide). Starting materials: C1(=CC=CC=C1)NN (phenylhydrazine), C(C)(=O)NC=1C=C2CCC(C2=CC1)=O (5-(N-acetylamino)indan-1-one), C1(=CC=C(C=C1)S(=O)(=O)O)C (4-toluenesulphonic acid), C1(=CC=CC=C1)C (toluene). Reaction conditions: temperature 60 celsius. Product: C(C)(=O)NN1C2=C(C=3C=CC=CC13)CC1=CC=CC=C12 (N-Acetylamino-5,10-dihydroindeno[ 1,2-b]indole). As a reaction SMILES: [C:1]1([NH:7][NH2:8])[CH:6]=[CH:5][CH:4]=[CH:3][CH:2]=1.C(N[C:13]1[CH:14]=[C:15]2[C:19](=[CH:20][CH:21]=1)[C:18](=O)[CH2:17][CH2:16]2)(=O)C.C1(C)C=CC(S(O)(=O)=[O:30])=CC=1.[C:34]1([CH3:40])C=CC=CC=1>>[C:34]([NH:8][N:7]1[C:1]2[CH:6]=[CH:5][CH:4]=[CH:3][C:2]=2[C:17]2[CH2:18][C:19]3[C:15]([C:16]1=2)=[CH:14][CH:13]=[CH:21][CH:20]=3)(=[O:30])[CH3:40]. Procedure details: A solution of phenylhydrazine (4.05 g, 37.5 mM), 5-(N-acetylamino)indan-1-one (Prepared by the method of N. L. Allinger and E. S. Jones (J. Org. Chem., 1962, 27, 70) (5.8 g, 30.7 mM), and 4-toluenesulphonic acid (0.005 g) in toluene (125 cm3) was heated in a Dean Stark apparatus for 2 hours. The reaction mixture was cooled and the product hydrazone filtered off as a pale brown microcrystalline solid (7.3 g, 85%), M.p. 252°-253° C. Finely crushed hydrazone (8.5 g, 30 mM) from the above experiment... The product is C(C1=CC=CC=C1)(=O)OC1=NC=CC=C1 (2-Benzoyloxypyridine). Starting materials: [N+](=O)([O-])C=1C=C(C(=O)OC2=NC=CC=C2)C=C(C1)[N+](=O)[O-] (2-(3,5-dinitrobenzoyloxy)pyridine), C(C1=CC=C(C=C1)OC)(=O)OC1=NC=CC=C1 (2-p-anisoyloxypyridine), C1(=C(C(=CC(=C1)C)C)C(=O)OC1=NC=CC=C1)C (2-mesitoyloxypyridine), C(C(C)(C)C)(=O)OC1=NC=CC=C1 (2-pivaloyloxypyridine). Reaction SMILES: [N+]([C:4]1[CH:5]=[C:6]([CH:16]=[C:17]([N+]([O-])=O)[CH:18]=1)[C:7]([O:9][C:10]1[CH:15]=[CH:14][CH:13]=[CH:12][N:11]=1)=[O:8])([O-])=O.C1(C)C=C(C)C=C(C)C=1C(OC1C=CC=CN=1)=O.C(OC1C=CC=CN=1)(=O)C(C)(C)C.C(OC1C=CC=CN=1)(=O)C1C=CC(OC)=CC=1>>[C:7]([O:9][C:10]1[CH:15]=[CH:14][CH:13]=[CH:12][N:11]=1)(=[O:8])[C:6]1[CH:5]=[CH:4][CH:18]=[CH:17][CH:16]=1. Procedure: Other products prepared by this procedure are 2-(3,5-dinitrobenzoyloxy)pyridine (88%), 2-mesitoyloxypyridine (86%), 2-pivaloyloxypyridine (93%), and 2-p-anisoyloxypyridine (100%). Starting materials: C1CCOC1, COC(=O)c1cncn1Cc1cc(-c2ccc(Cl)s2)on1, Cl, [Li+], [OH-], O, O. The product is O=C(O)c1cncn1Cc1cc(-c2ccc(Cl)s2)on1. Reaction SMILES: [CH2:26]1[O:27][CH2:28][CH2:29][CH2:30]1.[CH3:1][O:2][C:3](=[O:4])[c:5]1[n:6]([CH2:10][c:11]2[n:12][o:13][c:14](-[c:16]3[s:17][c:18]([Cl:21])[cH:19][cH:20]3)[cH:15]2)[cH:7][n:8][cH:9]1.[ClH:25].[Li+:24].[OH-:23].[OH2:22].[OH2:31]>>[O:2]=[C:3]([OH:4])[c:5]1[n:6]([CH2:10][c:11]2[n:12][o:13][c:14](-[c:16]3[s:17][c:18]([Cl:21])[cH:19][cH:20]3)[cH:15]2)[cH:7][n:8][cH:9]1. The reactants are CC1=C(C=CC(=C1)[N+](=O)[O-])N=C=S (2-Methyl-4-nitrophenyl isothiocyanate), C(C(C)C)N (isobutylamine), ClCC(=O)O (chloroacetic acid). Product: CC1=C(C=CC(=C1)[N+](=O)[O-])N=C1SCC(N1CC(C)C)=O (2-(2-methyl-4-nitrophenylimino)-3-isobutyl-1,3-thiazolidin4-one). RXN SMILES: [CH3:1][C:2]1[CH:7]=[C:6]([N+:8]([O-:10])=[O:9])[CH:5]=[CH:4][C:3]=1[N:11]=[C:12]=[S:13].[CH2:14]([NH2:18])[CH:15]([CH3:17])[CH3:16].Cl[CH2:20][C:21](O)=[O:22]>>[CH3:1][C:2]1[CH:7]=[C:6]([N+:8]([O-:10])=[O:9])[CH:5]=[CH:4][C:3]=1[N:11]=[C:12]1[N:18]([CH2:14][CH:15]([CH3:17])[CH3:16])[C:21](=[O:22])[CH2:20][S:13]1. Procedure: 2-Methyl-4-nitrophenyl isothiocyanate was reacted with isobutylamine followed by chloroacetic acid according to Method C8a to afford 2-(2-methyl-4-nitrophenylimino)-3-isobutyl-1,3-thiazolidin4-one.